This data is from the Open Reaction Database (ORD), a public repository of structured organic reaction records. The task is: describe an organic reaction: reactants, conditions, products, and yield Starting materials: CO, COCCOC, COC(=O)Cc1c(Cl)ncnc1Cl. Product: COC(=O)Cc1c(Cl)ncnc1OC. RXN SMILES: [CH3:14][OH:15].[CH3:16][O:17][CH2:18][CH2:19][O:20][CH3:21].[Cl:1][c:2]1[n:3][cH:4][n:5][c:6]([Cl:13])[c:7]1[CH2:8][C:9](=[O:10])[O:11][CH3:12]>>[Cl:1][c:2]1[n:3][cH:4][n:5][c:6]([O:15][CH3:14])[c:7]1[CH2:8][C:9](=[O:10])[O:11][CH3:12]. Reactants: C(C)(C)(C)OC(CCNCC=1C(=NC(=CC1)C(C)=O)CC)=O (3-[(6-acetyl-2-ethyl-pyridin-3-ylmethyl)-amino]-propionic acid tert-butyl ester), ClC1=C(C=C(CON)C=C1)C(F)(F)F (O-(4-chloro-3-trifluoromethyl-benzyl)-hydroxylamine), C(C)(=O)O (acetic acid). Solvent: CO (methanol). Run at time 5 hour. Yields the product C(C)(C)(C)OC(CCNCC=1C(=NC(=CC1)C(C)=NOCC1=CC(=C(C=C1)C1CCCCC1)C(F)(F)F)CC)=O (3-({6-[1-(4-cyclohexyl-3-trifluoromethyl-benzyloxyimino)-ethyl]-2-ethyl-pyridin-3-ylmethyl}-amino)-propionic acid tert-butyl ester). Reaction SMILES: [C:1]([O:5][C:6](=[O:22])[CH2:7][CH2:8][NH:9][CH2:10][C:11]1[C:12]([CH2:20][CH3:21])=[N:13][C:14]([C:17](=O)[CH3:18])=[CH:15][CH:16]=1)([CH3:4])([CH3:3])[CH3:2].Cl[C:24]1[CH:32]=[CH:31][C:27]([CH2:28][O:29][NH2:30])=[CH:26][C:25]=1[C:33]([F:36])([F:35])[F:34].[C:37](O)(=O)[CH3:38]>CO>[C:1]([O:5][C:6](=[O:22])[CH2:7][CH2:8][NH:9][CH2:10][C:11]1[C:12]([CH2:20][CH3:21])=[N:13][C:14]([C:17](=[N:30][O:29][CH2:28][C:27]2[CH:31]=[CH:32][C:24]([CH:38]3[CH2:37][CH2:15][CH2:16][CH2:11][CH2:10]3)=[C:25]([C:33]([F:36])([F:35])[F:34])[CH:26]=2)[CH3:18])=[CH:15][CH:16]=1)([CH3:4])([CH3:3])[CH3:2]. Procedure: To a solution of 3-[(6-acetyl-2-ethyl-pyridin-3-ylmethyl)-amino]-propionic acid tert-butyl ester (1 eq) in methanol is added O-(4-chloro-3-trifluoromethyl-benzyl)-hydroxylamine (1 eq) followed by the addition of acetic acid (0.05 eq). The mixture is stirred at room temperature for 5 hours. After concentration, the residue is purified by column chromatography to give 3-({6-[1-(4-cyclohexyl-3-trifluoromethyl-benzyloxyimino)-ethyl]-2-ethyl-pyridin-3-ylmethyl}-amino)-propionic acid tert-butyl ester.... Reactants: BrC1=CC=C2C=C(N=CC2=C1)NC(=O)C1CC1 (N-(7-bromoisoquinolin-3-yl)cyclopropanecarboxamide), NC1=CC=CC=C1 (aniline), CC(C)C1=CC(=C(C(=C1)C(C)C)C2=C(C=CC=C2)P(C3CCCCC3)C4CCCCC4)C(C)C (X-Phos), C([O-])([O-])=O.[Cs+].[Cs+] (cesium carbonate). The product is C1(=CC=CC=C1)NC1=CC=C2C=C(N=CC2=C1)NC(=O)C1CC1 (N-(7-(phenylamino)isoquinolin-3-yl)cyclopropanecarboxamide). The reagents and catalysts are C(C)(=O)[O-].[Pd+2].C(C)(=O)[O-] (palladium(II) acetate). Procedure details: N-(7-bromoisoquinolin-3-yl)cyclopropanecarboxamide (200 mg, 0.69 mmol), aniline (76 mg, 0.83 mmol), palladium(II) acetate (30 mg, 0.15 mmol), X-Phos (66 mg, 0.15 mmol) and cesium carbonate (450 mg, 1.4 mmol) were mixed in 1,2-dimethoxyethane (50 mL). After the reaction mixture was stirred at 100° C. under nitrogen for 3 hours, it was concentrated, washed with water and extracted with ethyl acetate, and purified by prep-HPLC to give the desired product (93.2 mg, 44.5%). LCMS (ESI): RT (min)=1.018... Run in COCCOC (1,2-dimethoxyethane). Reaction conditions: temperature 100 celsius, time 3 hour. As a reaction SMILES: Br[C:2]1[CH:11]=[C:10]2[C:5]([CH:6]=[C:7]([NH:12][C:13]([CH:15]3[CH2:17][CH2:16]3)=[O:14])[N:8]=[CH:9]2)=[CH:4][CH:3]=1.[NH2:18][C:19]1[CH:24]=[CH:23][CH:22]=[CH:21][CH:20]=1.CC(C1C=C(C(C)C)C(C2C=CC=CC=2P(C2CCCCC2)C2CCCCC2)=C(C(C)C)C=1)C.C(=O)([O-])[O-].[Cs+].[Cs+]>COCCOC.C([O-])(=O)C.[Pd+2].C([O-])(=O)C>[C:19]1([NH:18][C:2]2[CH:11]=[C:10]3[C:5]([CH:6]=[C:7]([NH:12][C:13]([CH:15]4[CH2:17][CH2:16]4)=[O:14])[N:8]=[CH:9]3)=[CH:4][CH:3]=2)[CH:24]=[CH:23][CH:22]=[CH:21][CH:20]=1 |f:3.4.5,7.8.9|. Yield: 44.5%. The reactants are CNC1=NC(=NC(=N1)N1CCN(CC1)C)N1CCC(CC1)C(=O)O (1-[4-(methylamino)-6-(4-methyl-1-piperazinyl)-1,3,5-triazin-2-yl]-4-piperidinecarboxylic acid), C(=O)(C(F)(F)F)O (TFA), FC(C1=C(CN)C=CC=C1)(F)F (2-trifluoromethyl benzylamine), Cl.C(C)N=C=NCCCN(C)C (1-Ethyl-3-[3-(dimethylamino)propyl]carbodiimide hydrochloride). The reagents and catalysts are CN(C)C=1C=CN=CC1 (DMAP). The solvent is ClCCl (dichloromethane), ClCCl (dichloromethane). Conditions: time 2 hour. Yields the product CNC1=NC(=NC(=N1)N1CCN(CC1)C)N1CCC(CC1)C(=O)NCC1=C(C=CC=C1)C(F)(F)F (1-[4-(methylamino)-6-(4-methyl-1-piperazinyl)-1,3,5-triazin-2-yl]-N-{[2-(trifluoromethyl)phenyl]methyl}-4-piperidinecarboxamide). Isolated yield 82.5%. Reaction SMILES: [CH3:1][NH:2][C:3]1[N:8]=[C:7]([N:9]2[CH2:14][CH2:13][N:12]([CH3:15])[CH2:11][CH2:10]2)[N:6]=[C:5]([N:16]2[CH2:21][CH2:20][CH:19]([C:22](O)=[O:23])[CH2:18][CH2:17]2)[N:4]=1.C(O)(C(F)(F)F)=O.[F:32][C:33]([F:43])([F:42])[C:34]1[CH:41]=[CH:40][CH:39]=[CH:38][C:35]=1[CH2:36][NH2:37].Cl.C(N=C=NCCCN(C)C)C>CN(C1C=CN=CC=1)C.ClCCl>[CH3:1][NH:2][C:3]1[N:8]=[C:7]([N:9]2[CH2:14][CH2:13][N:12]([CH3:15])[CH2:11][CH2:10]2)[N:6]=[C:5]([N:16]2[CH2:17][CH2:18][CH:19]([C:22]([NH:37][CH2:36][C:35]3[CH:38]=[CH:39][CH:40]=[CH:41][C:34]=3[C:33]([F:32])([F:42])[F:43])=[O:23])[CH2:20][CH2:21]2)[N:4]=1 |f:3.4|. Procedure: A solution of 1-[4-(methylamino)-6-(4-methyl-1-piperazinyl)-1,3,5-triazin-2-yl]-4-piperidinecarboxylic acid as the TFA salt (44.7 mg, 0.100 mmol, 1.00 equiv), 2-trifluoromethyl benzylamine (26.6 mg, 0.150 mmol, 1.50 equiv) and DMAP (3.3 mg, 0.26 equiv) in dichloromethane (1 ml) was cooled in an ice bath. 1-Ethyl-3-[3-(dimethylamino)propyl]carbodiimide hydrochloride (EDCI, 32 mg, 0.17 mmol, 1.7 equiv) was added. The reaction mixture was stirred at room temperature for 2 h. The solution was dilute... As a reaction SMILES: [CH2:12]1[O:13][CH2:14][CH2:15][CH2:16]1.[CH3:9][CH2:10][NH2:11].[Cl:1][CH2:2][c:3]1[cH:4][n:5][cH:6][n:7][cH:8]1>>[CH2:2]([c:3]1[cH:4][n:5][cH:6][n:7][cH:8]1)[NH:11][CH2:10][CH3:9]. Yields the product CCNCc1cncnc1. Reactants: C1CCOC1, CCN, ClCc1cncnc1. Reactants: C([O-])([O-])=O.[K+].[K+] (potassium carbonate), O1CCOCC1 (1,4-dioxane), C(CCCCCCCCC\C=C/C=C\CC)=O ((Z,Z)-11,13-hexadecadienal), Wittig Salt, aldehyde, C([O-])([O-])=O (carbonate). The reagents and catalysts are [Br-].C[P+](C1=CC=CC=C1)(C1=CC=CC=C1)C1=CC=CC=C1 (methyl triphenylphosphonium bromide). Run in O (water). The product is C=CCCCCCCCCC\C=C/C=C\CC ((Z,Z)-1,12,14-heptadecatriene), yellow oil. As a reaction SMILES: C(=O)([O-])[O-].C(=O)([O-])[O-].[K+].[K+].O1[CH2:16][CH2:15]OCC1.[CH:17](=O)[CH2:18][CH2:19][CH2:20][CH2:21][CH2:22][CH2:23][CH2:24][CH2:25][CH2:26]/[CH:27]=[CH:28]\[CH:29]=[CH:30]/[CH2:31]C>[Br-].C[P+](C1C=CC=CC=1)(C1C=CC=CC=1)C1C=CC=CC=1.O>[CH2:31]=[CH:30][CH2:29][CH2:28][CH2:27][CH2:26][CH2:25][CH2:24][CH2:23][CH2:22][CH2:21]/[CH:20]=[CH:19]\[CH:18]=[CH:17]/[CH2:15][CH3:16] |f:1.2.3,6.7|. Procedure: (Z,Z)-1,12,14-heptadecatriene (TRIENE) was synthesized conveniently from Wittig Salt and aldehyde in aqueous dioxidepotassium carbonate heterogeneous medium (Lechat 1982). A mixture of 3.57 g (0.01 mol) of methyl triphenylphosphonium bromide (Alfa Inorganics), 1.7 g (0.14 mol) of potassium carbonate, 10 ml of 1,4-dioxane, 0.15 ml of water and 2.36 g (0.01 mol) of (Z,Z)-11,13-hexadecadienal (AL. Albany International) was prepared in a 100 ml round bottomed flask equipped with a magnetic stirrer, ...